Dataset: the Open Reaction Database (ORD), a public repository of structured organic reaction records. Task: describe an organic reaction: reactants, conditions, products, and yield Reactants: C(C)(=O)OCC1=C(SC=C1)C(=O)OC (methyl 3-(acetoxymethyl)-2-thenoate), C([O-])([O-])=O.[K+].[K+] (potassium carbonate), crystals, P(=O)([O-])([O-])[O-] (phosphate). Run in CO (methanol). Run at time 1 hour. Yields the product OCC1=C(SC=C1)C(=O)OC (Methyl 3-(hydroxymethyl)-2-thenoate). Isolated yield 100.4%. As a reaction SMILES: C([O:4][CH2:5][C:6]1[CH:10]=[CH:9][S:8][C:7]=1[C:11]([O:13][CH3:14])=[O:12])(=O)C.C(=O)([O-])[O-].[K+].[K+].P([O-])([O-])([O-])=O>CO>[OH:4][CH2:5][C:6]1[CH:10]=[CH:9][S:8][C:7]=1[C:11]([O:13][CH3:14])=[O:12] |f:1.2.3|. Procedure: To a solution of methyl 3-(acetoxymethyl)-2-thenoate (4.89 g, 22.8 mmol) obtained from Example 37-(1) in methanol (60 ml) was added potassium carbonate (157.7 mg, 1.14 mmol), and the mixture was stirred at room temperature for 1 hour. A phosphate buffer solution (pH 7, 20 ml) was added to the reaction mixture, and the methanol was evaporated under reduced pressure. The product was extracted with ethyl acetate, and then the solvent was evaporated under reduced pressure. The obtained oily residue ... The reactants are ClCC1=C(C=NO1)C (5-chloromethyl-4-methyl-isoxazole), C(C)N (ethylamine). Solvent: C1CCOC1 (THF). Product: C(C)NCC1=C(C=NO1)C (ethyl-(4-methyl-isoxazol-5-ylmethyl)-amine). Reaction SMILES: Cl[CH2:2][C:3]1[O:7][N:6]=[CH:5][C:4]=1[CH3:8].[CH2:9]([NH2:11])[CH3:10]>C1COCC1>[CH2:9]([NH:11][CH2:2][C:3]1[O:7][N:6]=[CH:5][C:4]=1[CH3:8])[CH3:10]. Procedure details: prepared by reaction of 5-chloromethyl-4-methyl-isoxazole with 2M ethylamine in THF. Starting materials: CN1CCCC1=O, COc1cc2c(Nc3ccc(Sc4nccn4C)c(Cl)c3)c(C#N)cnc2cc1F, c1cn(CCN2CCNCC2)cn1. The product is COc1cc2c(Nc3ccc(Sc4nccn4C)c(Cl)c3)c(C#N)cnc2cc1N1CCN(CCn2ccnc2)CC1. Reaction SMILES: [CH3:44][N:45]1[CH2:46][CH2:47][CH2:48][C:49]1=[O:50].[Cl:1][c:2]1[cH:3][c:4]([NH:15][c:16]2[c:17]([C:29]#[N:30])[cH:18][n:19][c:20]3[cH:21][c:22]([F:28])[c:23]([O:26][CH3:27])[cH:24][c:25]23)[cH:5][cH:6][c:7]1[S:8][c:9]1[n:10]([CH3:14])[cH:11][cH:12][n:13]1.[n:31]1([CH2:36][CH2:37][N:38]2[CH2:39][CH2:40][NH:41][CH2:42][CH2:43]2)[cH:32][n:33][cH:34][cH:35]1>>[Cl:1][c:2]1[cH:3][c:4]([NH:15][c:16]2[c:17]([C:29]#[N:30])[cH:18][n:19][c:20]3[cH:21][c:22]([N:41]4[CH2:40][CH2:39][N:38]([CH2:37][CH2:36][n:31]5[cH:32][n:33][cH:34][cH:35]5)[CH2:43][CH2:42]4)[c:23]([O:26][CH3:27])[cH:24][c:25]23)[cH:5][cH:6][c:7]1[S:8][c:9]1[n:10]([CH3:14])[cH:11][cH:12][n:13]1.